Dataset: the Open Reaction Database (ORD), a public repository of structured organic reaction records. Task: describe an organic reaction: reactants, conditions, products, and yield Reactants: C(C1=CC=CC=C1)C1(CCN(CC1)C(=O)C1=C(C=CC=2OCOC21)Br)O ((4-benzyl-4-hydroxypiperidin-1-yl) (5-bromo-1,3-benzodioxol-4-yl)methanone), N1=CC=C(C=C1)B(O)O (pyridine-4-boronic acid), C([O-])([O-])=O.[Na+].[Na+] (sodium carbonate), COCCOC (DME). Reagents/catalysts: C=1C=CC(=CC1)[P](C=2C=CC=CC2)(C=3C=CC=CC3)[Pd]([P](C=4C=CC=CC4)(C=5C=CC=CC5)C=6C=CC=CC6)([P](C=7C=CC=CC7)(C=8C=CC=CC8)C=9C=CC=CC9)[P](C=1C=CC=CC1)(C=1C=CC=CC1)C=1C=CC=CC1 (tetrakis(triphenylphosphine)palladium(0)). Solvent: O (water), O (water). Reaction conditions: temperature 150 celsius, time 1 hour. The product is C(C1=CC=CC=C1)C1(CCN(CC1)C(=O)C1=C(C=CC=2OCOC21)C2=CC=NC=C2)O ((4-benzyl-4-hydroxypiperidin-1-yl)(5-(pyridin-4-yl)-1,3-benzodioxol-4-yl)methanone). Yield: 170.7%. RXN SMILES: [CH2:1]([C:8]1([OH:26])[CH2:13][CH2:12][N:11]([C:14]([C:16]2[C:24]3[O:23][CH2:22][O:21][C:20]=3[CH:19]=[CH:18][C:17]=2Br)=[O:15])[CH2:10][CH2:9]1)[C:2]1[CH:7]=[CH:6][CH:5]=[CH:4][CH:3]=1.[N:27]1[CH:32]=[CH:31][C:30](B(O)O)=[CH:29][CH:28]=1.C(=O)([O-])[O-].[Na+].[Na+].COCCOC>O.C1C=CC([P]([Pd]([P](C2C=CC=CC=2)(C2C=CC=CC=2)C2C=CC=CC=2)([P](C2C=CC=CC=2)(C2C=CC=CC=2)C2C=CC=CC=2)[P](C2C=CC=CC=2)(C2C=CC=CC=2)C2C=CC=CC=2)(C2C=CC=CC=2)C2C=CC=CC=2)=CC=1>[CH2:1]([C:8]1([OH:26])[CH2:13][CH2:12][N:11]([C:14]([C:16]2[C:24]3[O:23][CH2:22][O:21][C:20]=3[CH:19]=[CH:18][C:17]=2[C:30]2[CH:31]=[CH:32][N:27]=[CH:28][CH:29]=2)=[O:15])[CH2:10][CH2:9]1)[C:2]1[CH:7]=[CH:6][CH:5]=[CH:4][CH:3]=1 |f:2.3.4,^1:52,54,73,92|. Procedure: A mixture of (4-benzyl-4-hydroxypiperidin-1-yl) (5-bromo-1,3-benzodioxol-4-yl)methanone (0.50 g), pyridine-4-boronic acid (0.22 g), sodium carbonate (0.38 g), tetrakis(triphenylphosphine)palladium(0) (0.069 g), water (0.50 mL) and DME (2.5 mL) was stirred at 150° C. for 1 hr under microwave irradiation. The reaction mixture was diluted with water, and the mixture was extracted with ethyl acetate. The extract was washed with saturated brine, and dried over anhydrous sodium sulfate. The solvent wa... Starting materials: CC1=C(C(=NN1C1=CC(=CC=C1)C(F)(F)F)C=1C=NC=NC1)C(=O)O (5-methyl-3-pyrimidin-5-yl-1-(3-trifluoromethyl-phenyl)-1H-pyrazole-4-carboxylic acid), BrC1=C(C=C(C=C1)N1N=C(C(=C1C)C(=O)O)C=1C=NC=NC1)C(F)(F)F (1-(4-bromo-3-trifluoromethyl-phenyl)-5-methyl-3-pyrimidin-5-yl-1H-pyrazole-4-carboxylic acid), N1(CCCC1)C1CCNCC1 (4-(1-pyrrolidinyl)piperidine), title compounds. The product is BrC1=C(C=C(C=C1)N1N=C(C(=C1C)C(=O)N1CCC(CC1)N1CCCC1)C=1C=NC=NC1)C(F)(F)F ([1-(4-bromo-3-trifluoromethyl-phenyl)-5-methyl-3-pyrimidin-5-yl-1H-pyrazol-4-yl]-(4-pyrrolidin-1-yl-piperidin-1-yl)-methanone), CC1=C(C(=NN1C1=CC(=CC=C1)C(F)(F)F)C=1C=NC=NC1)C(=O)N1CCC(CC1)N1CCCC1 ([5-methyl-3-pyrimidin-5-yl-1-(3-trifluoromethyl-phenyl)-1H-pyrazol-4-yl]-(4-pyrrolidin-1-yl-piperidin-1-yl)-methanone). Isolated yield 20.0%. As a reaction SMILES: [CH3:1][C:2]1[N:6]([C:7]2[CH:12]=[CH:11][CH:10]=[C:9]([C:13]([F:16])([F:15])[F:14])[CH:8]=2)[N:5]=[C:4]([C:17]2[CH:18]=[N:19][CH:20]=[N:21][CH:22]=2)[C:3]=1[C:23]([OH:25])=O.[Br:26][C:27]1[CH:32]=[CH:31][C:30]([N:33]2[C:37]([CH3:38])=[C:36]([C:39](O)=[O:40])[C:35]([C:42]3[CH:43]=[N:44][CH:45]=[N:46][CH:47]=3)=[N:34]2)=[CH:29][C:28]=1[C:48]([F:51])([F:50])[F:49].[N:52]1([CH:57]2[CH2:62][CH2:61][NH:60][CH2:59][CH2:58]2)[CH2:56][CH2:55][CH2:54][CH2:53]1>>[Br:26][C:27]1[CH:32]=[CH:31][C:30]([N:33]2[C:37]([CH3:38])=[C:36]([C:39]([N:60]3[CH2:61][CH2:62][CH:57]([N:52]4[CH2:56][CH2:55][CH2:54][CH2:53]4)[CH2:58][CH2:59]3)=[O:40])[C:35]([C:42]3[CH:43]=[N:44][CH:45]=[N:46][CH:47]=3)=[N:34]2)=[CH:29][C:28]=1[C:48]([F:50])([F:49])[F:51].[CH3:1][C:2]1[N:6]([C:7]2[CH:12]=[CH:11][CH:10]=[C:9]([C:13]([F:14])([F:16])[F:15])[CH:8]=2)[N:5]=[C:4]([C:17]2[CH:18]=[N:19][CH:20]=[N:21][CH:22]=2)[C:3]=1[C:23]([N:60]1[CH2:61][CH2:62][CH:57]([N:52]2[CH2:56][CH2:55][CH2:54][CH2:53]2)[CH2:58][CH2:59]1)=[O:25]. Procedure details: In analogy to the procedure described in Example 160E], a mixture of 5-methyl-3-pyrimidin-5-yl-1-(3-trifluoromethyl-phenyl)-1H-pyrazole-4-carboxylic acid and 1-(4-bromo-3-trifluoromethyl-phenyl)-5-methyl-3-pyrimidin-5-yl-1H-pyrazole-4-carboxylic acid and 4-(1-pyrrolidinyl)piperidine gave a mixture of the title compounds. Purification by reversed phase HPLC (MeCN:H2O) afforded [1-(4-bromo-3-trifluoromethyl-phenyl)-5-methyl-3-pyrimidin-5-yl-1H-pyrazol-4-yl]-(4-pyrrolidin-1-yl-piperidin-1-yl)-metha... Starting materials: CCOC(C)=O, COCCOc1cccc(CCl)c1OCCOC, N#C[K], CN(C)C=O. Yields the product COCCOc1cccc(CC#N)c1OCCOC. Reaction SMILES: [CH3:22][CH2:23][O:24][C:25](=[O:26])[CH3:27].[Cl:1][CH2:2][c:3]1[c:4]([O:14][CH2:15][CH2:16][O:17][CH3:18])[c:5]([O:9][CH2:10][CH2:11][O:12][CH3:13])[cH:6][cH:7][cH:8]1.[K:19][C:20]#[N:21].[O:28]=[CH:29][N:30]([CH3:31])[CH3:32]>>[CH2:2]([c:3]1[c:4]([O:14][CH2:15][CH2:16][O:17][CH3:18])[c:5]([O:9][CH2:10][CH2:11][O:12][CH3:13])[cH:6][cH:7][cH:8]1)[C:20]#[N:21]. Reactants: OC1=C(C2=C(OCO2)C=C1)C=O (5-hydroxy-1,3-benzodioxole-4-carbaldehyde), C(=O)([O-])[O-].[K+].[K+] (K2CO3), CN(C=O)C (N,N-dimethylformamide). Conditions: time 18 hour. The product is C(C)OC1=C(C2=C(OCO2)C=C1)C=O (5-Ethoxy-1,3-benzodioxole-4-carbaldehyde). Reaction SMILES: O[C:2]1[CH:10]=[CH:9][C:5]2O[CH2:7][O:8][C:4]=2[C:3]=1[CH:11]=[O:12].[C:13]([O-:16])([O-])=[O:14].[K+].[K+].[CH3:19]N(C)C=O>>[CH2:7]([O:8][C:4]1[CH:5]=[CH:9][C:10]2[O:14][CH2:13][O:16][C:2]=2[C:3]=1[CH:11]=[O:12])[CH3:19] |f:1.2.3|. Procedure: Under argon to a stirred solution of 5-hydroxy-1,3-benzodioxole-4-carbaldehyde (0.151 g, 0.91 mmol) and K2CO3 (1 eq) in dry N,N-dimethylformamide (2 ml) ethyl-bromide (1 eq) was added. The mixture was stirred at room temperature for 18 h until the starting material had been consumed (monitored by TLC). Then the mixture was poured onto ice water (15 ml). This aqueous phase was extracted with ethyl acetate (1×40 ml, then 2×15 ml) and the combined organic phases were washed with water and dried ove...